From a dataset of the Open Reaction Database (ORD), a public repository of structured organic reaction records. describe an organic reaction: reactants, conditions, products, and yield The reactants are CN1CCNC2=C(C=CC=C12)C(C1=C(C=CC=C1)F)=O (1-methyl-5-(2-fluorobenzoyl)-1,2,3,4-tetrahydroquinoxaline), N1=CC=CC=C1 (pyridine), BrCC(=O)Br (bromoacetyl bromide). Run in C(Cl)Cl (methylene chloride), C(Cl)Cl (methylene chloride). Yields the product CN1CCN(C2=C(C=CC=C12)C(C1=C(C=CC=C1)F)=O)C(CBr)=O (1-methyl-4-bromoacetyl-5-(2-fluorobenzoyl)-1,2,3,4-tetrahydroquinoxaline). As a reaction SMILES: [CH3:1][N:2]1[C:11]2[C:6](=[C:7]([C:12](=[O:20])[C:13]3[CH:18]=[CH:17][CH:16]=[CH:15][C:14]=3[F:19])[CH:8]=[CH:9][CH:10]=2)[NH:5][CH2:4][CH2:3]1.N1C=CC=CC=1.[Br:27][CH2:28][C:29](Br)=[O:30]>C(Cl)Cl>[CH3:1][N:2]1[C:11]2[C:6](=[C:7]([C:12](=[O:20])[C:13]3[CH:18]=[CH:17][CH:16]=[CH:15][C:14]=3[F:19])[CH:8]=[CH:9][CH:10]=2)[N:5]([C:29](=[O:30])[CH2:28][Br:27])[CH2:4][CH2:3]1. Procedure: To a solution of 1-methyl-5-(2-fluorobenzoyl)-1,2,3,4-tetrahydroquinoxaline (11.99 g) and pyridine (4.04 g) in methylene chloride (200 ml) was dropwise added a solution of bromoacetyl bromide (5.09 ml) in methylene chloride (10 ml) under stirring at a temperature below 10° C. and the mixture was stirred for 3 hours at the same temperature. The reaction mixture was washed with water twice and dried. Removal of the solvent afforded viscous oil. The viscous oil was triturated with diisopropyl ether... Conditions: time 30 minute. Procedure details: 11.24 g of (3S)-2-benzyloxycarbonyl-3-hydroxymethyl-1,2,3,4-tetrahydro-β-carboline are dissolved in 40 ml of pyridine. 7.01 g of p-toluenesulfonyl chloride are added dropwise to the mixture of 5° C., and the mixture is stirred at the same temperature for 30 minutes. The mixture is evaporated under reduced pressure to remove the solvent. The residue is dissolved in ethyl acetate, and the solution is washed with 5% HCl and water, dried and then evaporated to remove the solvent. The residue is diss... As a reaction SMILES: [CH2:1]([O:8][C:9]([N:11]1[C@H:23]([CH2:24]O)[CH2:22][C:21]2[C:20]3[C:15](=[CH:16][CH:17]=[CH:18][CH:19]=3)[NH:14][C:13]=2[CH2:12]1)=[O:10])[C:2]1[CH:7]=[CH:6][CH:5]=[CH:4][CH:3]=1.C1(C)C=CC(S(Cl)(=O)=O)=CC=1.[N:37]1C=CC=C[CH:38]=1>>[CH2:1]([O:8][C:9]([N:11]1[C@H:23]([CH2:24][C:38]#[N:37])[CH2:22][C:21]2[C:20]3[C:15](=[CH:16][CH:17]=[CH:18][CH:19]=3)[NH:14][C:13]=2[CH2:12]1)=[O:10])[C:2]1[CH:7]=[CH:6][CH:5]=[CH:4][CH:3]=1. The product is C(C1=CC=CC=C1)OC(=O)N1CC=2NC3=CC=CC=C3C2C[C@H]1CC#N ((3S)-2-benzyloxycarbonyl-3-cyanomethyl-1,2,3,4-tetrahydro-β-carboline). The reactants are C(C1=CC=CC=C1)OC(=O)N1CC=2NC3=CC=CC=C3C2C[C@H]1CO ((3S)-2-benzyloxycarbonyl-3-hydroxymethyl-1,2,3,4-tetrahydro-β-carboline), N1=CC=CC=C1 (pyridine), C1(=CC=C(C=C1)S(=O)(=O)Cl)C (p-toluenesulfonyl chloride). Yield: 36.0%. The reactants are [BH4-].[Na+] (sodium borohydride), O (Water), C1(C=CC2=CC=CC=C12)C1=C(C=O)C=CC=C1 (2-(1-indenyl)benzaldehyde), NC1=CC=CC=C1 (aniline), aldehyde. The solvent is C(C)O (ethanol), C1(=CC=CC=C1)C (toluene), C(C)O (ethanol). Yields the product C1(C=CC2=CC=CC=C12)C1=C(C=CC=C1)CNC1=CC=CC=C1 (N-[2-(1-indenyl)phenylmethyl]-N-phenylamine). The yield is 71.1%. RXN SMILES: [CH:1]1([C:10]2[CH:17]=[CH:16][CH:15]=[CH:14][C:11]=2[CH:12]=O)[C:9]2[C:4](=[CH:5][CH:6]=[CH:7][CH:8]=2)[CH:3]=[CH:2]1.[NH2:18][C:19]1[CH:24]=[CH:23][CH:22]=[CH:21][CH:20]=1.[BH4-].[Na+].O>C(O)C.C1(C)C=CC=CC=1>[CH:1]1([C:10]2[CH:17]=[CH:16][CH:15]=[CH:14][C:11]=2[CH2:12][NH:18][C:19]2[CH:24]=[CH:23][CH:22]=[CH:21][CH:20]=2)[C:9]2[C:4](=[CH:5][CH:6]=[CH:7][CH:8]=2)[CH:3]=[CH:2]1 |f:2.3|. Procedure details: To a solution of 2-(1-indenyl)benzaldehyde (7.0 mmol) in ethanol (19.4 mL) was added dropwise aniline (7.3 mmol) under a nitrogen atmosphere. The mixture was stirred at room temperature. After disappearance of the aldehyde was confirmed by gas chromatography, The solvent was distilled off under reduced pressure. After addition of ethanol (19.4 mL), sodium borohydride (4.5 mmol) was added to the solution and the mixture was reacted at room temperature for 3 hrs. Water and toluene were then added ... Starting materials: O=[N+]([O-])c1ccc(CCBr)cc1, COC(=O)C=Cc1ccc2c(c1)C(=O)CC1(CCN(C(=O)OC(C)(C)C)CC1)O2. Reaction SMILES: [Br:30][CH2:31][CH2:32][c:33]1[cH:34][cH:35][c:36]([N+:39](=[O:40])[O-:41])[cH:37][cH:38]1.[CH3:1][O:2][C:3]([CH:4]=[CH:5][c:6]1[cH:7][c:8]2[c:13]([cH:14][cH:15]1)[O:12][C:11]1([CH2:10][C:9]2=[O:28])[CH2:16][CH2:17][N:18]([C:21]([O:22][C:23]([CH3:24])([CH3:25])[CH3:26])=[O:27])[CH2:19][CH2:20]1)=[O:29]>>[CH3:1][O:2][C:3]([CH:4]=[CH:5][c:6]1[cH:7][c:8]2[c:13]([cH:14][cH:15]1)[O:12][C:11]1([CH2:10][C:9]2=[O:28])[CH2:16][CH2:17][N:18]([CH2:21][CH2:32][c:33]2[cH:34][cH:35][c:36]([N+:39](=[O:40])[O-:41])[cH:37][cH:38]2)[CH2:19][CH2:20]1)=[O:29]. Yields the product COC(=O)C=Cc1ccc2c(c1)C(=O)CC1(CCN(CCc3ccc([N+](=O)[O-])cc3)CC1)O2. Starting materials: C(CO)O (1,2-ethanediol), [OH-].[Na+] (Sodium hydroxide), C1=C(C=CC2=CC=CC=C12)CC#N (2-naphthylacetonitrile), BrCCCl (1-bromo-2-chloro-ethane). Reagents/catalysts: [Cl-].C(C1=CC=CC=C1)[N+](CC)(CC)CC (benzyltriethylammonium chloride). Run in ice water. Reaction conditions: temperature 100 celsius. Yields the product C1=C(C=CC2=CC=CC=C12)C1(CC1)C(=O)O (1-(2-naphthyl)cyclopropanecarboxylic acid). Reaction SMILES: [OH-:1].[Na+].[CH:3]1[C:12]2[C:7](=[CH:8][CH:9]=[CH:10][CH:11]=2)[CH:6]=[CH:5][C:4]=1CC#N.Br[CH2:17][CH2:18]Cl.[CH2:20]([OH:23])[CH2:21]O>[Cl-].C([N+](CC)(CC)CC)C1C=CC=CC=1>[CH:11]1[C:12]2[C:7](=[CH:6][CH:5]=[CH:4][CH:3]=2)[CH:8]=[CH:9][C:10]=1[C:21]1([C:20]([OH:23])=[O:1])[CH2:18][CH2:17]1 |f:0.1,5.6|. Procedure: Sodium hydroxide (50% aqueous solution, 3.20 g, 0.0552 mol) was added to a mixture of 2-naphthylacetonitrile (0.913 g, 0.00546 mol), benzyltriethylammonium chloride (0.09 g, 0.0004 mol), and 1-bromo-2-chloro-ethane (1.58 g, 0.0110 mol) at 50 celsius for 5 h. Then 1,2-ethanediol (10.0 mL, 0.179 mol) was added and the mixture was heated at 100° C. overnight. The mixture was poured into ice-water (30 mL) and was extracted with ethyl ether (2×10 mL). The aqueous phase was acidified (pH=2) with 1N HC...